This data is from the Open Reaction Database (ORD), a public repository of structured organic reaction records. The task is: describe an organic reaction: reactants, conditions, products, and yield The reactants are CCN(CC)c1ccccc1, Cc1ccccc1, CC(C)OC(=O)Cl, CCOc1ccc(N)c(F)c1OCC. The product is CCOc1ccc(NC(=O)OC(C)C)c(F)c1OCC. RXN SMILES: [CH2:15]([N:16]([CH2:17][CH3:18])[c:19]1[cH:20][cH:21][cH:22][cH:23][cH:24]1)[CH3:25].[CH3:33][c:34]1[cH:35][cH:36][cH:37][cH:38][cH:39]1.[Cl:26][C:27](=[O:28])[O:29][CH:30]([CH3:31])[CH3:32].[F:1][c:2]1[c:3]([NH2:4])[cH:5][cH:6][c:7]([O:12][CH2:13][CH3:14])[c:8]1[O:9][CH2:10][CH3:11]>>[F:1][c:2]1[c:3]([NH:4][C:27](=[O:28])[O:29][CH:30]([CH3:31])[CH3:32])[cH:5][cH:6][c:7]([O:12][CH2:13][CH3:14])[c:8]1[O:9][CH2:10][CH3:11]. The reactants are BrC=1C=CC2=C(C=C(CCS2(=O)=O)C(=O)NC2=CC=C(C=C2)CN(C2CCOCC2)C)C1 (7-bromo-N-[4-[[N-methyl-N-(tetrahydropyran-4-yl)amino]methyl]phenyl]-1,1-dioxo-2,3-dihydro-1-benzothiepine-4-carboxamide), B(OC1=CC=C(C=C1)N(CCOCCC)C)([O-])[O-] (4-[N-methyl-N-(2-propoxyethyl)amino]phenyl borate), C([O-])([O-])=O.[K+].[K+] (potassium carbonate). The reagents and catalysts are C=1C=CC(=CC1)[P](C=2C=CC=CC2)(C=3C=CC=CC3)[Pd]([P](C=4C=CC=CC4)(C=5C=CC=CC5)C=6C=CC=CC6)([P](C=7C=CC=CC7)(C=8C=CC=CC8)C=9C=CC=CC9)[P](C=1C=CC=CC1)(C=1C=CC=CC1)C=1C=CC=CC1 (tetrakistriphenylphosphinepalladium). Run in C1(=CC=CC=C1)C.C(C)O.O (toluene ethanol water). Conditions: time 1 hour. Product: CN(CCOCCC)C1=CC=C(C=C1)C=1C=CC2=C(C=C(CCS2(=O)=O)C(=O)NC2=CC=C(C=C2)CN(C2CCOCC2)C)C1 (7-[4-[N-methyl-N-(2-propoxyethyl)amino]phenyl]-N-[4-[[N-methyl-N-(tetrahydropyran-4-yl)amino]methyl]phenyl]-1,1-dioxo-2,3-dihydro-1-benzothiepine-4-carboxamide). Yield: 57.6%. As a reaction SMILES: Br[C:2]1[CH:3]=[CH:4][C:5]2[S:11](=[O:13])(=[O:12])[CH2:10][CH2:9][C:8]([C:14]([NH:16][C:17]3[CH:22]=[CH:21][C:20]([CH2:23][N:24]([CH3:31])[CH:25]4[CH2:30][CH2:29][O:28][CH2:27][CH2:26]4)=[CH:19][CH:18]=3)=[O:15])=[CH:7][C:6]=2[CH:32]=1.B([O-])([O-])O[C:35]1[CH:40]=[CH:39][C:38]([N:41]([CH3:48])[CH2:42][CH2:43][O:44][CH2:45][CH2:46][CH3:47])=[CH:37][CH:36]=1.C(=O)([O-])[O-].[K+].[K+]>C1(C)C=CC=CC=1.C(O)C.O.C1C=CC([P]([Pd]([P](C2C=CC=CC=2)(C2C=CC=CC=2)C2C=CC=CC=2)([P](C2C=CC=CC=2)(C2C=CC=CC=2)C2C=CC=CC=2)[P](C2C=CC=CC=2)(C2C=CC=CC=2)C2C=CC=CC=2)(C2C=CC=CC=2)C2C=CC=CC=2)=CC=1>[CH3:48][N:41]([C:38]1[CH:37]=[CH:36][C:35]([C:2]2[CH:3]=[CH:4][C:5]3[S:11](=[O:13])(=[O:12])[CH2:10][CH2:9][C:8]([C:14]([NH:16][C:17]4[CH:18]=[CH:19][C:20]([CH2:23][N:24]([CH3:31])[CH:25]5[CH2:30][CH2:29][O:28][CH2:27][CH2:26]5)=[CH:21][CH:22]=4)=[O:15])=[CH:7][C:6]=3[CH:32]=2)=[CH:40][CH:39]=1)[CH2:42][CH2:43][O:44][CH2:45][CH2:46][CH3:47] |f:2.3.4,5.6.7,^1:71,73,92,111|. Reported procedure: Under argon atmosphere, a mixture of 7-bromo-N-[4-[[N-methyl-N-(tetrahydropyran-4-yl)amino]methyl]phenyl]-1,1-dioxo-2,3-dihydro-1-benzothiepine-4-carboxamide (300 mg), 4-[N-methyl-N-(2-propoxyethyl)amino]phenyl borate (205 mg) and potassium carbonate (176 mg) in toluene/ethanol/water (10/1/1 ml) was stirred at room temperature for 1 hour. To the mixture was added tetrakistriphenylphosphinepalladium (40 mg), and the mixture was refluxed for 8 hours, cooled, extracted with ethyl acetate, washed wi...